Dataset: the Open Reaction Database (ORD), a public repository of structured organic reaction records. Task: describe an organic reaction: reactants, conditions, products, and yield Procedure: In 70 ml of toluene was suspended 3.4 g of methyl 2-hydroxy-4-methylsulfonylamino-5-phenoxyphenyl ketone. 17 ml of ethyl formate was added thereto. Further, 3.4 g of sodium hydride (purity: 60%) was added thereto in portions in 20 minutes. The mixture was refluxed for 5 hours. The reaction mixture was introduced into 300 ml of ice water. The aqueous layer was separated and adjusted to pH 4 with 4N hydrochloric acid. The mixture was then extracted with two 100-ml portions of ethyl acetate. The ex... Solvent: C1(=CC=CC=C1)C (toluene). The product is CS(=O)(=O)NC1=CC2=C(C(C=CO2)=O)C=C1OC1=CC=CC=C1 (7-methylsulfonylamino-6-phenoxy-4H-1-benzopyran-4-one). Run at time 20 minute. Starting materials: OC1=C(C=C(C(=C1)NS(=O)(=O)C)OC1=CC=CC=C1)C(=O)C (methyl 2-hydroxy-4-methylsulfonylamino-5-phenoxyphenyl ketone), ice water, C(=O)OCC (ethyl formate), [H-].[Na+] (sodium hydride). Yield: 65.0%. RXN SMILES: [OH:1][C:2]1[CH:7]=[C:6]([NH:8][S:9]([CH3:12])(=[O:11])=[O:10])[C:5]([O:13][C:14]2[CH:19]=[CH:18][CH:17]=[CH:16][CH:15]=2)=[CH:4][C:3]=1[C:20]([CH3:22])=[O:21].[CH:23](OCC)=O.[H-].[Na+]>C1(C)C=CC=CC=1>[CH3:12][S:9]([NH:8][C:6]1[C:5]([O:13][C:14]2[CH:19]=[CH:18][CH:17]=[CH:16][CH:15]=2)=[CH:4][C:3]2[C:20](=[O:21])[CH:22]=[CH:23][O:1][C:2]=2[CH:7]=1)(=[O:11])=[O:10] |f:2.3|. Starting materials: CC12CCC(O)CC1CCC1C2CCC2(C)C1CCC2(SCc1ccccc1)SCc1ccccc1, C1CCOC1, CCOCC, N. Product: CC12CCC3C(CCC4CC(O)CCC43C)C1CCC2=S. Reaction SMILES: [CH2:1]([S:8][C:9]1([S:2][CH2:3][c:4]2[cH:5][cH:6][cH:7][cH:29][cH:30]2)[C:10]2([CH3:11])[CH:12]([CH2:13][CH2:14]1)[CH:15]1[CH2:16][CH2:17][CH:18]3[CH2:19][CH:20]([OH:28])[CH2:21][CH2:22][C:23]3([CH3:24])[CH:25]1[CH2:26][CH2:27]2)[c:31]1[cH:32][cH:33][cH:34][cH:35][cH:36]1.[CH2:38]1[O:39][CH2:40][CH2:41][CH2:42]1.[CH3:43][CH2:44][O:45][CH2:46][CH3:47].[NH3:37]>>[S:8]=[C:9]1[C:10]2([CH3:11])[CH:12]([CH2:13][CH2:14]1)[CH:15]1[CH2:16][CH2:17][CH:18]3[CH2:19][CH:20]([OH:28])[CH2:21][CH2:22][C:23]3([CH3:24])[CH:25]1[CH2:26][CH2:27]2. Starting materials: O.[OH-].[Li+] (Lithium hydroxide monohydrate), C1(CCCC1)OC(=O)NC=1C=CC2=C(N(CCO2)CC2=C(C=C(C(=O)OC)C=C2)OC)C1 (methyl 4-[6-(cyclopentyloxycarbonyl)amino-2,3-dihydrobenz-1,4-oxazin-4-ylmethyl]-3-methoxybenzoate), Cl (hydrochloric acid). The solvent is CO (methanol), O (water), O (water). Run at time 12 hour. The product is C1(CCCC1)OC(=O)NC=1C=CC2=C(N(CCO2)CC2=C(C=C(C(=O)O)C=C2)OC)C1 (4-[6-(Cyclopentyloxycarbonyl)amino-2,3-dihydrobenz-1,4-oxazin-4-ylmethyl]-3-methoxybenzoic acid). Isolated yield 67.4%. Reaction SMILES: O.[OH-].[Li+].[CH:4]1([O:9][C:10]([NH:12][C:13]2[CH:14]=[CH:15][C:16]3[O:21][CH2:20][CH2:19][N:18]([CH2:22][C:23]4[CH:32]=[CH:31][C:26]([C:27]([O:29]C)=[O:28])=[CH:25][C:24]=4[O:33][CH3:34])[C:17]=3[CH:35]=2)=[O:11])[CH2:8][CH2:7][CH2:6][CH2:5]1.Cl>CO.O>[CH:4]1([O:9][C:10]([NH:12][C:13]2[CH:14]=[CH:15][C:16]3[O:21][CH2:20][CH2:19][N:18]([CH2:22][C:23]4[CH:32]=[CH:31][C:26]([C:27]([OH:29])=[O:28])=[CH:25][C:24]=4[O:33][CH3:34])[C:17]=3[CH:35]=2)=[O:11])[CH2:5][CH2:6][CH2:7][CH2:8]1 |f:0.1.2|. Reported procedure: Lithium hydroxide monohydrate (0.267 g.) was added as a solid to a stirred solution of methyl 4-[6-(cyclopentyloxycarbonyl)amino-2,3-dihydrobenz-1,4-oxazin-4-ylmethyl]-3-methoxybenzoate (0.7 g.) in methanol (15 ml.) and water (2 ml.). The mixture was stirred for 12 hours then diluted with water and acidified to pH 3.35 with 3M hydrochloric acid. The precipitate which formed was isolated by filtration, washed with water and crystallized from methanol to give the title compound as a solid (0.457 g... As a reaction SMILES: [CH3:25][C:26]#[N:27].[Cl:1][c:2]1[c:3]([CH3:9])[c:4]([NH2:5])[cH:6][cH:7][cH:8]1.[Na+:18].[Na+:19].[O-:20][S:21]([O-:22])(=[S:23])=[O:24].[O:10]=[C:11]1[N:12]([Br:17])[C:13](=[O:14])[CH2:15][CH2:16]1>>[Cl:1][c:2]1[c:3]([CH3:9])[c:4]([NH2:5])[cH:6][cH:7][c:8]1[Br:17]. Reactants: CC#N, Cc1c(N)cccc1Cl, [Na+], [Na+], O=S([O-])([O-])=S, O=C1CCC(=O)N1Br. Product: Cc1c(N)ccc(Br)c1Cl. The reactants are O (water), C(C)C1=NC=2C(=NC=CC2C)N1 (2-Ethyl-7-methyl-3H-imidazo[4,5-b]pyridine), [N+](=O)([O-])C1=CC=C(CBr)C=C1 (4-nitrobenzylbromide), O.[OH-].[Li+] (lithium hydroxide monohydrate). Run in CN(C)C=O (DMF). Run at time 20 minute. Product: C(C)C1=NC=2C(=NC=CC2C)N1CC1=CC=C(C=C1)[N+](=O)[O-] (2-Ethyl-7-methyl-3-(4-nitrobenzyl)-3H-imidazo[4,5-b]pyridine). As a reaction SMILES: [CH2:1]([C:3]1[NH:12][C:6]2=[N:7][CH:8]=[CH:9][C:10]([CH3:11])=[C:5]2[N:4]=1)[CH3:2].O.[OH-].[Li+].[N+:16]([C:19]1[CH:26]=[CH:25][C:22]([CH2:23]Br)=[CH:21][CH:20]=1)([O-:18])=[O:17].O>CN(C=O)C>[CH2:1]([C:3]1[N:12]([CH2:23][C:22]2[CH:25]=[CH:26][C:19]([N+:16]([O-:18])=[O:17])=[CH:20][CH:21]=2)[C:6]2=[N:7][CH:8]=[CH:9][C:10]([CH3:11])=[C:5]2[N:4]=1)[CH3:2] |f:1.2.3|. Procedure details: 2-Ethyl-7-methyl-3H-imidazo[4,5-b]pyridine (1.00 g, 6.20 mmol) was dissolved in DMF (15 mL) and lithium hydroxide monohydrate (0.391 g, 9.31 mmol) was added at room temperature followed by stirring for 20 minutes. Then, 4-nitrobenzylbromide (1.34 g, 6.20 mmol) was slowly added to the mixture, and stirred at room temperature. After 30 minutes, water (20 mL) was added and precipitated crystals were collected by filtration, followed by washing with water. The crystals were dried under reduced press... Reactants: [H-].[Na+] (NaH), CI (methyl iodide), FC(COC1=NC(=NC(=C1)OCC(F)(F)F)NC(N(C=1SC(=CC1)C(F)(F)F)C)=O)(F)F (3-(4,6-bis(2,2,2-trifluoroethoxy)pyrimidin-2-yl)-1-methyl-1-(5-(trifluoromethyl)thiophen-2-yl)urea). Run in C1CCOC1 (THF). Reaction conditions: time 10 minute. The product is CN(C(N(C=1SC(=CC1)C(F)(F)F)C)=O)C1=NC(=CC(=N1)OCC(F)(F)F)OCC(F)(F)F (3-methyl-3-(4,6-bis(2,2,2-trifluoroethoxy)pyrimidin-2-yl)-1-methyl-1-(5-(trifluoromethyl)thiophen-2-yl)urea), solid. Isolated yield 20.0%. Reaction SMILES: [H-].[Na+].[F:3][C:4]([F:34])([F:33])[CH2:5][O:6][C:7]1[CH:12]=[C:11]([O:13][CH2:14][C:15]([F:18])([F:17])[F:16])[N:10]=[C:9]([NH:19][C:20](=[O:32])[N:21]([CH3:31])[C:22]2[S:23][C:24]([C:27]([F:30])([F:29])[F:28])=[CH:25][CH:26]=2)[N:8]=1.[CH3:35]I>C1COCC1>[CH3:35][N:19]([C:9]1[N:8]=[C:7]([O:6][CH2:5][C:4]([F:3])([F:33])[F:34])[CH:12]=[C:11]([O:13][CH2:14][C:15]([F:18])([F:17])[F:16])[N:10]=1)[C:20](=[O:32])[N:21]([CH3:31])[C:22]1[S:23][C:24]([C:27]([F:28])([F:29])[F:30])=[CH:25][CH:26]=1 |f:0.1|. Procedure details: To a suspension of NaH (18 mg, 0.36 mmol) in anhydrous THF (3 mL) was added a solution of the 3-(4,6-bis(2,2,2-trifluoroethoxy)pyrimidin-2-yl)-1-methyl-1-(5-(trifluoromethyl)thiophen-2-yl)urea (2) (150 mg, 0.30 mmol). The reaction was stirred for 10 minutes after which time gas evolution had subsided. To the reaction was added methyl iodide (51.2 mg, 0.36 mmol). The reaction was stirred at ambient temperature for 2 h. The reaction was quenched with H2O (5 mL) and extracted with t-butyl ethyl eth...